This data is from the Open Reaction Database (ORD), a public repository of structured organic reaction records. The task is: describe an organic reaction: reactants, conditions, products, and yield Isolated yield 100.0%. Reaction SMILES: C([O:11][C:12]1[CH:13]=[C:14]2[C:19](=[CH:20][CH:21]=1)[CH:18]=[C:17]([C:22]([OH:24])=[O:23])[CH:16]=[CH:15]2)CCCCCCCCC.Br>C(O)(=O)C>[OH:11][C:12]1[CH:13]=[C:14]2[C:19](=[CH:20][CH:21]=1)[CH2:18][CH:17]([C:22]([OH:24])=[O:23])[CH2:16][CH2:15]2. Reactants: Br (hydrobromic acid), C(CCCCCCCCC)OC=1C=C2C=CC(=CC2=CC1)C(=O)O (6-decyloxynaphthalene-2-carboxylic acid). Reported procedure: 16.6 g (50 mmol) of the 6-decyloxynaphthalene-2-carboxylic acid obtained in the first stage was heated under reflux at 130° C. for 7 hours in the presence of 250 cc of acetic acid and 86.5 g (0.5 mol) of 47% hydrobromic acid. To the reaction mixture was added distilled water, and then the resulting mixture was concentrated under reduced pressure to obtain 10.60 g (50 mmol) of 1,2,3,4-tetrahydro-6-hydroxynaphthalene-2-carboxylic acid. Run in C(C)(=O)O (acetic acid). The product is OC=1C=C2CCC(CC2=CC1)C(=O)O (1,2,3,4-tetrahydro-6-hydroxynaphthalene-2-carboxylic acid). Reported procedure: The procedure of Example I.D. was followed except the quinoxalin-2-one was converted to the 6-nitroquinoxalin-2-one by first dissolving in conc. H2SO4 and cooling in an ice bath, and adding KNO3 in 3 portions. The product was collected by conventional technique and subsequently converted to 2-hydrazino-6-nitroquinoxaline. This compound was reacted with triethylorthoformate as per Example I.D., yielding 7-nitro-1,2,4-triazolo[4,3-a]quinoxaline (16). Solvent: OS(=O)(=O)O (H2SO4). As a reaction SMILES: [NH:1]1[C:10]2C(=CC=CC=2)N=CC1=O.[N+:12]([C:15]1[CH:16]=[C:17]2[C:22](=[CH:23][CH:24]=1)[NH:21][C:20](=O)[CH:19]=[N:18]2)([O-:14])=[O:13].[N+:26]([O-])([O-])=O.[K+]>OS(O)(=O)=O>[N+:12]([C:15]1[CH:16]=[C:17]2[C:22](=[CH:23][CH:24]=1)[N:21]1[CH:10]=[N:1][N:26]=[C:20]1[CH:19]=[N:18]2)([O-:14])=[O:13] |f:2.3|. Starting materials: N1C(C=NC2=CC=CC=C12)=O (quinoxalin-2-one), [N+](=O)([O-])C=1C=C2N=CC(NC2=CC1)=O (6-nitroquinoxalin-2-one), [N+](=O)([O-])[O-].[K+] (KNO3). Product: [N+](=O)([O-])C=1C=C2N=CC=3N(C2=CC1)C=NN3 (7-nitro-1,2,4-triazolo[4,3-a]quinoxaline). The reactants are O (water), COC(=O)C=1C=2CC(C3C(C2C=C(C1)OC)CCC3)C3=CC=C(C=C3)OC (8-Methoxy-4-(4-methoxy-phenyl)-2,3,3a,4,5,9b-hexahydro-1H-cyclopenta[a]naphthalene-6-carboxylic acid methyl ester), [H-].[Al+3].[Li+].[H-].[H-].[H-] (lithium aluminum hydride), O (water), [OH-].[Na+] (NaOH). Reaction conditions: time 30 minute. Procedure details: Combine 8-Methoxy-4-(4-methoxy-phenyl)-2,3,3a,4,5,9b-hexahydro-1H-cyclopenta[a]naphthalene-6-carboxylic acid methyl ester (0.16 g, 0.44 mmol), lithium aluminum hydride (0.08 g, 1.31 mmol) in tetrahydrofuran (10 ml) and stir for 2.5 hours. Add water (0.05 g), add 15% NaOH (0.05 g), add water (0.15 g) and stir 30 minutes. Add EtOAC, filter ppt. Rinse organic layer with water, then 1 n HCl, then water. Dry over anhydrous sodium sulfate and remove solvent in vacuo to yield the titled compound (0.153... Yields the product COC1=CC(=C2CC(C3C(C2=C1)CCC3)C3=CC=C(C=C3)OC)CO ([8-Methoxy-4-(4-methoxy-phenyl)-2,3,3a,4,5,9b-hexahydro-1H-cyclopenta[a]naphthalen-6-yl]-methanol). As a reaction SMILES: C[O:2][C:3]([C:5]1[C:6]2[CH2:7][CH:8]([C:20]3[CH:25]=[CH:24][C:23]([O:26][CH3:27])=[CH:22][CH:21]=3)[CH:9]3[CH2:19][CH2:18][CH2:17][CH:10]3[C:11]=2[CH:12]=[C:13]([O:15][CH3:16])[CH:14]=1)=O.[H-].[Al+3].[Li+].[H-].[H-].[H-].O.[OH-].[Na+]>O1CCCC1>[CH3:16][O:15][C:13]1[CH:12]=[C:11]2[C:6]([CH2:7][CH:8]([C:20]3[CH:21]=[CH:22][C:23]([O:26][CH3:27])=[CH:24][CH:25]=3)[CH:9]3[CH2:19][CH2:18][CH2:17][CH:10]32)=[C:5]([CH2:3][OH:2])[CH:14]=1 |f:1.2.3.4.5.6,8.9|. Solvent: O1CCCC1 (tetrahydrofuran). Isolated yield 102.7%.